Dataset: the Open Reaction Database (ORD), a public repository of structured organic reaction records. Task: describe an organic reaction: reactants, conditions, products, and yield The reactants are O=C1NC=NC2=CC=C(C=C12)CC(=O)OC(C)(C)C (tert-butyl 2-(4-oxo-3,4-dihydroquinazolin-6-yl)acetate), Cl (HCl). Solvent: CCOC(=O)C (EtOAc). Yields the product O=C1NC=NC2=CC=C(C=C12)CC(=O)O (2-(4-oxo-3,4-dihydroquinazolin-6-yl)acetic acid). Reaction SMILES: [O:1]=[C:2]1[C:11]2[C:6](=[CH:7][CH:8]=[C:9]([CH2:12][C:13]([O:15]C(C)(C)C)=[O:14])[CH:10]=2)[N:5]=[CH:4][NH:3]1.Cl>CCOC(C)=O>[O:1]=[C:2]1[C:11]2[C:6](=[CH:7][CH:8]=[C:9]([CH2:12][C:13]([OH:15])=[O:14])[CH:10]=2)[N:5]=[CH:4][NH:3]1. Procedure details: A solution of tert-butyl 2-(4-oxo-3,4-dihydroquinazolin-6-yl)acetate (0.25 g, 0.96 mmol) in 10 mL of satd.HCl in EtOAc was stirred at rt for 4 hours. The mixture was concentrated in vacuo at rt, and the residue was used in the next reaction without further purification. MS (ESI, pos. ion) m/z: 205.1 (M+1). The reactants are SC1=NNC=N1 (3-mercapto-1H-1,2,4-triazole), BrC1=NC(=CC=C1)Br (2,6-dibromopyridine), C([O-])([O-])=O.[K+].[K+] (potassium carbonate). Solvent: CN(C=O)C (N,N-dimethylformamide). Conditions: temperature 100 celsius, time 3 hour. The product is BrC1=CC=CC(=N1)SC1=NNC=N1 (3-(6-Bromo-2-pyridyl)thio-1H-1,2,4-triazole). The yield is 14.4%. As a reaction SMILES: [SH:1][C:2]1[N:6]=[CH:5][NH:4][N:3]=1.[Br:7][C:8]1[CH:13]=[CH:12][CH:11]=[C:10](Br)[N:9]=1.C(=O)([O-])[O-].[K+].[K+]>CN(C)C=O>[Br:7][C:8]1[N:9]=[C:10]([S:1][C:2]2[N:6]=[CH:5][NH:4][N:3]=2)[CH:11]=[CH:12][CH:13]=1 |f:2.3.4|. Procedure details: A mixture of 3-mercapto-1H-1,2,4-triazole (200 mg), 2,6-dibromopyridine (560 mg), anhydrous potassium carbonate (420 mg) and N,N-dimethylformamide (1 ml) was heated and stirred for 3 hours on an oil bath at 100° C. The reaction solution was extracted with ethyl acetate-water. The organic layer was washed with water, followed by saturated aqueous sodium chloride solution, dried over anhydrous magnesium sulfate, and concentrated under reduced pressure. The residue was purified by a silica-gel colu... The reactants are N#Cc1ccc(C=Cc2ccc(CN3C(=O)c4ccccc4C3=O)cc2)cc1, C, ClC(Cl)Cl, [Pd]. Yields the product N#Cc1ccc(CCc2ccc(CN3C(=O)c4ccccc4C3=O)cc2)cc1. As a reaction SMILES: [C:1]1(=[O:28])[c:2]2[c:3]([cH:24][cH:25][cH:26][cH:27]2)[C:4](=[O:23])[N:5]1[CH2:6][c:7]1[cH:8][cH:9][c:10]([CH:13]=[CH:14][c:15]2[cH:16][cH:17][c:18]([C:19]#[N:20])[cH:21][cH:22]2)[cH:11][cH:12]1.[C:33].[CH:29]([Cl:30])([Cl:31])[Cl:32].[Pd:34]>>[C:1]1(=[O:28])[c:2]2[c:3]([cH:24][cH:25][cH:26][cH:27]2)[C:4](=[O:23])[N:5]1[CH2:6][c:7]1[cH:8][cH:9][c:10]([CH2:13][CH2:14][c:15]2[cH:16][cH:17][c:18]([C:19]#[N:20])[cH:21][cH:22]2)[cH:11][cH:12]1. Starting materials: C(=O)(O)[O-].[Na+] (NaHCO3), BrCC(=O)C1=CC=C(C=C1)Cl (2-bromo-1-(4-chlorophenyl)ethanone), OCC(O)CO (glycerine), CC1=CC=C(C=C1)S(=O)(=O)O (4-methylbenzenesulfonic acid). The solvent is CC1=CC=CC=C1 (methylbenzene), O (water). Yields the product BrCC1(OCC(O1)CO)C1=CC=C(C=C1)Cl (2-(bromomethyl)-2-(4-chlorophenyl)-1,3-dioxolane-4-methanol). As a reaction SMILES: [Br:1][CH2:2][C:3]([C:5]1[CH:10]=[CH:9][C:8]([Cl:11])=[CH:7][CH:6]=1)=[O:4].[OH:12][CH2:13][CH:14]([CH2:16]O)[OH:15].CC1C=CC(S(O)(=O)=O)=CC=1.C([O-])(O)=O.[Na+]>CC1C=CC=CC=1.O>[Br:1][CH2:2][C:3]1([C:5]2[CH:10]=[CH:9][C:8]([Cl:11])=[CH:7][CH:6]=2)[O:15][CH:14]([CH2:13][OH:12])[CH2:16][O:4]1 |f:3.4|. Procedure: A mixture of 2-bromo-1-(4-chlorophenyl)ethanone (1.47 mol), glycerine (3.5 mol) and 4-methylbenzenesulfonic acid (0.25 mol) in methylbenzene (3000 ml) was stirred and refluxed for 24 hours, using a water separator. The reaction mixture was poured out into an aqueous NaHCO3 solution and stirred for a while. The organic layer was separated, dried, filtered and the solvent was evaporated, yielding 485 g (93%; oil) of (cis +trans)-2-(bromomethyl)-2-(4-chlorophenyl)-1,3-dioxolane-4-methanol (interm. ...